Dataset: the Open Reaction Database (ORD), a public repository of structured organic reaction records. Task: describe an organic reaction: reactants, conditions, products, and yield Reactants: N([C@@H](C(C)C)C(=O)N[C@@H](C(C)C)C(=O)N([C@@H](C(C)C)C(=O)N1[C@H](C(=O)O)CCC1)C)C(=O)OCC1=CC=CC=C1 (Z-Val-Val-MeVal-Pro-OH), N1[C@H](C(=O)NC(C)(C)C)CCC1 (H-Pro-NHC(CH3)3), CN1CCOCC1 (N-methylmorpholine), C=1C=CC2=C(C1)N=NN2O (HOBt), CCN=C=NCCCN(C)C (EDCI). Solvent: ClCCl (dichloromethane), ClCCl (dichloromethane). Run at temperature 0 celsius, time 8 hour. Product: N([C@@H](C(C)C)C(=O)N[C@@H](C(C)C)C(=O)N([C@@H](C(C)C)C(=O)N1[C@H](C(=O)N2[C@H](C(=O)NC(C)(C)C)CCC2)CCC1)C)C(=O)OCC1=CC=CC=C1 (Z-Val-Val-MeVal-Pro-Pro-NHC(CH3)3). Yield: 75.4%. RXN SMILES: [NH:1]([C:31]([O:33][CH2:34][C:35]1[CH:40]=[CH:39][CH:38]=[CH:37][CH:36]=1)=[O:32])[C@H:2]([C:6]([NH:8][C@H:9]([C:13]([N:15]([CH3:30])[C@H:16]([C:20]([N:22]1[CH2:29][CH2:28][CH2:27][C@H:23]1[C:24]([OH:26])=O)=[O:21])[CH:17]([CH3:19])[CH3:18])=[O:14])[CH:10]([CH3:12])[CH3:11])=[O:7])[CH:3]([CH3:5])[CH3:4].[NH:41]1[CH2:52][CH2:51][CH2:50][C@H:42]1[C:43]([NH:45][C:46]([CH3:49])([CH3:48])[CH3:47])=[O:44].CN1CCOCC1.C1C=CC2N(O)N=NC=2C=1.CCN=C=NCCCN(C)C>ClCCl>[NH:1]([C:31]([O:33][CH2:34][C:35]1[CH:40]=[CH:39][CH:38]=[CH:37][CH:36]=1)=[O:32])[C@H:2]([C:6]([NH:8][C@H:9]([C:13]([N:15]([CH3:30])[C@H:16]([C:20]([N:22]1[CH2:29][CH2:28][CH2:27][C@H:23]1[C:24]([N:41]1[CH2:52][CH2:51][CH2:50][C@H:42]1[C:43]([NH:45][C:46]([CH3:48])([CH3:49])[CH3:47])=[O:44])=[O:26])=[O:21])[CH:17]([CH3:18])[CH3:19])=[O:14])[CH:10]([CH3:11])[CH3:12])=[O:7])[CH:3]([CH3:4])[CH3:5]. Reported procedure: 2 g (3.35 mmol) Z-Val-Val-MeVal-Pro-OH and 0.692 g (3.35 mmol) H-Pro-NHC(CH3)3 were dissolved in 34 ml of dry dichloromethane. After cooling to 0° C., 1.35 ml (12.1 mmol) N-methylmorpholine, 0.114 g (0.84 mmol) HOBt and 0.645 g (3.35 mmol) EDCI were added and the reaction mixture stirred overnight at room temperature. 80 ml dichloromethane were added and the organic phase thoroughly washed with saturated aqueous NaHCO3 solution (3×), water (1×), 5% citric acid (3×) and saturated NaCl solution (1... Reactants: BrC(=C)C1=CC(=C(C=C1)OC)OCC (1-Bromo-1-(3-ethoxy-4-methoxyphenyl)ethene), [Li]C(C)(C)C (t-BuLi), C(=O)C=C (acrolein). Yields the product C(C)OC=1C=C(C=CC1OC)C=CC(C=C)O (3-Ethoxy-4-methoxyphenyl-1,4-pentadien-3-ol). The yield is 86.2%. Reaction SMILES: Br[C:2]([C:4]1[CH:9]=[CH:8][C:7]([O:10][CH3:11])=[C:6]([O:12][CH2:13][CH3:14])[CH:5]=1)=[CH2:3].[Li]C(C)(C)C.[CH:20]([CH:22]=[CH2:23])=[O:21]>>[CH2:13]([O:12][C:6]1[CH:5]=[C:4]([CH:2]=[CH:3][CH:20]([OH:21])[CH:22]=[CH2:23])[CH:9]=[CH:8][C:7]=1[O:10][CH3:11])[CH3:14]. Reported procedure: According to the General Procedure C, 1-Bromo-1-(3-ethoxy-4-methoxyphenyl)ethene (1.40 g, 5.44 mmol), t-BuLi (8.00 ml, 13.60 mmol) and acrolein (914 mg, 16.32 mmol) are converted to give after workup and chromatography [SiO2, PE/EE gradient from 5:1 to 2:1, Rf (PE/EE=2:1)=0.31] the title compound (1.10 g, 4.69 mmol) as a colorless oil; Starting materials: CCOC(=O)NC(=N)OC, Cc1nc[nH]c1CSCCN, CO. Yields the product CCOC(=O)NC(=N)NCCSCc1[nH]cnc1C. Reaction SMILES: [C:1](=[O:2])([O:3][CH2:4][CH3:5])[NH:6][C:7]([O:8][CH3:9])=[NH:10].[CH3:11][c:12]1[n:13][cH:14][nH:15][c:16]1[CH2:17][S:18][CH2:19][CH2:20][NH2:21].[CH3:22][OH:23]>>[C:1](=[O:2])([O:3][CH2:4][CH3:5])[NH:6][C:7](=[NH:10])[NH:21][CH2:20][CH2:19][S:18][CH2:17][c:16]1[c:12]([CH3:11])[n:13][cH:14][nH:15]1. Reactants: C(CCC)[N+](CCCC)(CCCC)CCCC.P(=O)(O)(O)OC[C@H]1O[C@H](C[C@@H]1OP(=O)(O)OC[C@H]1O[C@H]([C@@H]([C@@H]1O)O)N1C2=NC=NC(=C2N=C1)N)N1C(N=C(C=C1)N)=O (((2R,3S,5R)-5-(4-Amino-2-oxopyrimidin-1(2H)-yl)-3-(((((2R,3S,4R,5R)-5-(6-amino-9H-purin-9-yl)-3,4-dihydroxytetrahydrofuran-2-yl)methoxy)(hydroxy)phosphoryl)oxy)tetrahydrofuran-2-yl)methyl dihydrogenphosphate tetrabutylammonium salt), C(CCC)[N+](CCCC)(CCCC)CCCC.P(=O)(O)(O)OC[C@H]1O[C@H](C[C@@H]1OP(=O)(O)OC[C@H]1O[C@H]([C@@H]([C@@H]1O)O)N1C2=NC=NC(=C2N=C1)N)N1C(N=C(C=C1)N)=O (((2R,3S,5R)-5-(4-Amino-2-oxopyrimidin-1(2H)-yl)-3-(((((2R,3S,4R,5R)-5-(6-amino-9H-purin-9-yl)-3,4-dihydroxytetrahydrofuran-2-yl)methoxy)(hydroxy)phosphoryl)oxy)tetrahydrofuran-2-yl)methyl dihydrogenphosphate tetrabutylammonium salt), C(C)(C)(C)OC(=O)N[C@H](C(=O)OCC#N)CCCCNC(C(F)(F)F)=O ((S)-cyanomethyl 2-((tert-butoxycarbonyl)amino)-6-(2,2,2-trifluoroacetamido)hexanoate). Solvent: C(C)#N (acetonitrile). Conditions: time 1.75 hour. The product is C(C)(C)(C)OC(=O)N[C@@H](C(=O)O[C@@H]1[C@@H](O[C@H]([C@@H]1O)N1C2=NC=NC(=C2N=C1)N)COP(=O)(O)O[C@@H]1[C@H](O[C@H](C1)N1C(N=C(C=C1)N)=O)COP(=O)(O)O)CCCCNC(C(F)(F)F)=O ((2S)-(2R,3S,4R,5R)-2-((((((2R,3S,5R)-5-(4-amino-2-oxopyrimidin-1(2H)-yl)-2-((phosphonooxy)methyl)tetrahydrofuran-3-yl)oxy)(hydroxy)phosphoryl)oxy)methyl)-5-(6-amino-9H-purin-9-yl)-4-hydroxytetrahydrofuran-3-yl 2-((tert-butoxycarbonyl)amino)-6-(2,2,2-trifluoroacetamido)hexanoate). Isolated yield 4.3%. As a reaction SMILES: C([N+](CCCC)(CCCC)CCCC)CCC.[P:18]([O:22][CH2:23][C@@H:24]1[C@@H:28]([O:29][P:30]([O:33][CH2:34][C@@H:35]2[C@@H:39]([OH:40])[C@@H:38]([OH:41])[C@H:37]([N:42]3[CH:50]=[N:49][C:48]4[C:43]3=[N:44][CH:45]=[N:46][C:47]=4[NH2:51])[O:36]2)([OH:32])=[O:31])[CH2:27][C@H:26]([N:52]2[CH:57]=[CH:56][C:55]([NH2:58])=[N:54][C:53]2=[O:59])[O:25]1)([OH:21])([OH:20])=[O:19].[C:60]([O:64][C:65]([NH:67][C@@H:68]([CH2:75][CH2:76][CH2:77][CH2:78][NH:79][C:80](=[O:85])[C:81]([F:84])([F:83])[F:82])[C:69](OCC#N)=[O:70])=[O:66])([CH3:63])([CH3:62])[CH3:61]>C(#N)C>[C:60]([O:64][C:65]([NH:67][C@H:68]([CH2:75][CH2:76][CH2:77][CH2:78][NH:79][C:80](=[O:85])[C:81]([F:83])([F:84])[F:82])[C:69]([O:40][C@H:39]1[C@@H:38]([OH:41])[C@H:37]([N:42]2[CH:50]=[N:49][C:48]3[C:43]2=[N:44][CH:45]=[N:46][C:47]=3[NH2:51])[O:36][C@H:35]1[CH2:34][O:33][P:30]([O:29][C@H:28]1[CH2:27][C@H:26]([N:52]2[CH:57]=[CH:56][C:55]([NH2:58])=[N:54][C:53]2=[O:59])[O:25][C@@H:24]1[CH2:23][O:22][P:18]([OH:21])([OH:20])=[O:19])([OH:32])=[O:31])=[O:70])=[O:66])([CH3:63])([CH3:61])[CH3:62] |f:0.1|. Procedure: A solution of ((2R,3S,5R)-5-(4-amino-2-oxopyrimidin-1(2H)-yl)-3-(((((2R,3S,4R,5R)-5-(6-amino-9H-purin-9-yl)-3,4-dihydroxytetrahydrofuran-2-yl)methoxy) (hydroxy)phosphoryl)oxy)tetrahydrofuran-2-yl)methyl dihydrogenphosphate (Compound 1h) (81 mg, 0.127 mmol) and (S)-cyanomethyl 2-((tert-butoxycarbonyl)amino)-6-(2,2,2-trifluoroacetamido)hexanoate (Compound tk53) (194 mg, 0.509 mmol) in acetonitrile (0.7 mL) was added to buffer A (20 mL), and the mixture was stirred at room temperature for 1.75 hour... Reactants: IC1=C(N)C=CC(=C1)C(F)(F)F (2-iodo-4-trifluoromethylaniline), CCN(C(C)C)C(C)C (DIEA), resultant mixture, C(CCl)Cl (EDC), C=1C=CC2=C(C1)N=NN2O (HOBt), Cl.CNOC (N,O-dimethylhydroxylamine hydrochloride), C(C(=O)C)(=O)O (pyruvic acid), C1CN2CCN1CC2 (DABCO), S(=O)(=O)([O-])[O-].[Mg+2] (magnesium sulfate). The reagents and catalysts are C(C)(=O)[O-].[Pd+2].C(C)(=O)[O-] (palladium acetate). The solvent is CN(C)C=O (DMF). Conditions: time 48 hour. Product: CON(C(=O)C=1NC2=CC=C(C=C2C1)C(F)(F)F)C (N-Methoxy-N-methyl-5-(trifluoromethyl)-1H-indole-2-carboxamide). Reaction SMILES: I[C:2]1[CH:8]=[C:7]([C:9]([F:12])([F:11])[F:10])[CH:6]=[CH:5][C:3]=1[NH2:4].[C:13]([OH:18])(=O)[C:14]([CH3:16])=O.C1N2CCN(CC2)C1.S([O-])([O-])(=O)=O.[Mg+2].C(Cl)CCl.C1C=CC2N(O)N=NC=2C=1.Cl.[CH3:48][NH:49][O:50][CH3:51].CCN(C(C)C)C(C)C>CN(C=O)C.C([O-])(=O)C.[Pd+2].C([O-])(=O)C>[CH3:51][O:50][N:49]([CH3:48])[C:13]([C:14]1[NH:4][C:3]2[C:2]([CH:16]=1)=[CH:8][C:7]([C:9]([F:12])([F:11])[F:10])=[CH:6][CH:5]=2)=[O:18] |f:3.4,7.8,11.12.13|. Procedure details: To a flask containing 2-iodo-4-trifluoromethylaniline (5.66 g, 19.7 mmol) were added pyruvic acid (4.17 mL, 59.2 mmol), DABCO (6.68 g, 59.2 mmol), magnesium sulfate (3.56 g, 29.6 mmol), and palladium acetate (443 mg, 1.97 mmol). The mixture was purged with N2 and dry DMF (60 mL) was added. The resultant suspension was deoxygenated via N2-sparge for 15 min, then was capped and placed in a 105° C. bath. After 48 h, the mixture was allowed to cool to room temperature. The insoluble materials were f... The reactants are CI (methyl iodide), ice water, NC=1N=CC2=C(N1)N=C(C(=C2)C2=C(C=CC=C2Cl)Cl)O (2-amino-6-(2,6-dichlorophenyl)-pyrido[2,3-d]pyrimidin-7-ol), [H-].[Na+] (NaH). The solvent is CN(C=O)C (dimethylformamide), CN(C=O)C (dimethylformamide). Run at temperature 65 celsius, time 3 hour. The product is NC=1N=CC2=C(N1)N(C(C(=C2)C2=C(C=CC=C2Cl)Cl)=O)C (2-amino-6-(2,6-dichlorophenyl)-8-methyl-pyrido[2,3-d]pyrimidin-7(8H)-one). The yield is 49.1%. Reaction SMILES: [NH2:1][C:2]1[N:3]=[CH:4][C:5]2[CH:11]=[C:10]([C:12]3[C:17]([Cl:18])=[CH:16][CH:15]=[CH:14][C:13]=3[Cl:19])[C:9]([OH:20])=[N:8][C:6]=2[N:7]=1.[H-].[Na+].[CH3:23]I>CN(C)C=O>[NH2:1][C:2]1[N:3]=[CH:4][C:5]2[CH:11]=[C:10]([C:12]3[C:17]([Cl:18])=[CH:16][CH:15]=[CH:14][C:13]=3[Cl:19])[C:9](=[O:20])[N:8]([CH3:23])[C:6]=2[N:7]=1 |f:1.2|. Reported procedure: To a mixture of 2-amino-6-(2,6-dichlorophenyl)-pyrido[2,3-d]pyrimidin-7-ol (3.7 g) from Example 11 in dimethylformamide was added NaH (50% suspension in mineral oil, 0.64 g). The resulting slurry was heated at 65° C. for 0.5 hour until a solution formed. It was then cooled to 50° C. and a solution of methyl iodide (2.0 g) in dimethylformamide (10 mL) was added dropwise to the reaction. The reaction mixture was warmed and kept between 60° C.-80° C. for 3 hours. Upon cooling to room temperature, t...